This data is from the Open Reaction Database (ORD), a public repository of structured organic reaction records. The task is: describe an organic reaction: reactants, conditions, products, and yield The reactants are C(C1=CC=CC=C1)=O (benzaldehyde), CC=1C(=NC=CC1SCCN)CSC1=NC2=C(N1)C=CC=C2 (2-((3-Methyl-4-(2-aminoethylthio)-2-pyridyl)methylthio)-1H-benzimidazole), [BH4-].[Na+] (sodium borohydride). Reported procedure: 2-((3-Methyl-4-(2-aminoethylthio)-2-pyridyl)methylthio)-1H-benzimidazole (8.5 g) was dissolved in ethanol and thereto was added benzaldehyde (2.8 g). The mixture was stirred at 50°-55° C. for 5 hours and sodium borohydride (0.98 g) was added thereto under ice-cooling. The mixture was stirred at room temperature for 2 hours. After the completion of the reaction, ethanol was distilled away and the residue was eluted with chloroform. The chloroform layer was dried over anhydrous magnesium sulfate a... As a reaction SMILES: [CH3:1][C:2]1[C:3]([CH2:12][S:13][C:14]2[NH:18][C:17]3[CH:19]=[CH:20][CH:21]=[CH:22][C:16]=3[N:15]=2)=[N:4][CH:5]=[CH:6][C:7]=1[S:8][CH2:9][CH2:10][NH2:11].[CH:23](=O)[C:24]1[CH:29]=[CH:28][CH:27]=[CH:26][CH:25]=1.[BH4-].[Na+]>C(O)C>[CH3:1][C:2]1[C:3]([CH2:12][S:13][C:14]2[NH:15][C:16]3[CH:22]=[CH:21][CH:20]=[CH:19][C:17]=3[N:18]=2)=[N:4][CH:5]=[CH:6][C:7]=1[S:8][CH2:9][CH2:10][NH:11][CH2:23][C:24]1[CH:29]=[CH:28][CH:27]=[CH:26][CH:25]=1 |f:2.3|. Run in C(C)O (ethanol), C(C)O (ethanol). Product: CC=1C(=NC=CC1SCCNCC1=CC=CC=C1)CSC1=NC2=C(N1)C=CC=C2 (2-((3-methyl-4-(2-benzylaminoethylthio)-2-pyridyl)methylthio)-1H-benzimidazole). Run at time 5 hour. Reactants: ClC1=CC2=C(C3=NC(=CN3CCO2)C2=NC(=NN2C(C)C)CO)C=N1 ([5-(8-Chloro-4,5-dihydro-6-oxa-1,3a,9-triaza-benzo[e]azulen-2-yl)-1-isopropyl-1H-[1,2,4]triazol-3-yl]-methanol), Cl.CNC (dimethylamine-HCl). The product is CN(C1=CC2=C(C=3N(CCO2)C=C(N3)C3=NC(=NN3C(C)C)CO)C=N1)C ((5-(9-(dimethylamino)-5,6-dihydroimidazo[1,2-d]pyrido[3,4-f][1,4]oxazepin-2-yl)-1-isopropyl-1H-1,2,4-triazol-3-yl)methanol). RXN SMILES: Cl[C:2]1[N:25]=[CH:24][C:5]2[C:6]3[N:10]([CH2:11][CH2:12][O:13][C:4]=2[CH:3]=1)[CH:9]=[C:8]([C:14]1[N:18]([CH:19]([CH3:21])[CH3:20])[N:17]=[C:16]([CH2:22][OH:23])[N:15]=1)[N:7]=3.Cl.[CH3:27][NH:28][CH3:29]>>[CH3:27][N:28]([CH3:29])[C:2]1[N:25]=[CH:24][C:5]2[C:6]3[N:10]([CH:9]=[C:8]([C:14]4[N:18]([CH:19]([CH3:21])[CH3:20])[N:17]=[C:16]([CH2:22][OH:23])[N:15]=4)[N:7]=3)[CH2:11][CH2:12][O:13][C:4]=2[CH:3]=1 |f:1.2|. Procedure: [5-(8-Chloro-4,5-dihydro-6-oxa-1,3a,9-triaza-benzo[e]azulen-2-yl)-1-isopropyl-1H-[1,2,4]triazol-3-yl]-methanol was reacted with dimethylamine-HCl to give 413 (10 mg) as a colorless solid. LCMS: 370.2. 1H NMR (400 MHz, DMSO) δ 9.09 (s, 1H), 7.80 (s, 1H), 6.13 (s, 1H), 5.98-5.85 (m, 1H), 5.18 (t, J=6.0 Hz, 1H), 4.56-4.44 (m, 4H), 4.41 (d, J=6.0 Hz, 2H), 3.05 (s, 6H), 1.47 (d, J=6.6 Hz, 6H) Reactants: c1(ccccc1)CN, [B-]1([C@@H]2[C@H]([C@H]3C([C@@H](C2)C3)(C)C)C)[C@H]2CCC[C@@H]1CCC2.[Li+], C1CN(C[C@@H](C1=O)O)S(=O)(=O)C. Reagents/catalysts: c1ccc(cc1)-c2c3ccccc3cc4ccccc24 (9-Phenylanthracene). Reaction conditions: temperature 25 celsius, time 18 hour. Product: CS(=O)(=O)N1CC[C@@H](N)[C@@H](O)C1. As a reaction SMILES: [CH3:1][S:2]([N:5]1[CH2:11][C@H:9]([OH:10])[C:8](=O)[CH2:7][CH2:6]1)(=[O:4])=[O:3].[NH2:12]Cc1ccccc1.[Li+].C[C@H]1[C@@H](C(C)(C)[C@H]2C[C@@H]1[BH-]([C@H]3CCC4)[C@H]4CCC3)C2>>[CH3:1][S:2]([N:5]1[CH2:11][C@H:9]([OH:10])[C@H:8]([NH2:12])[CH2:7][CH2:6]1)(=[O:4])=[O:3]. Starting materials: C(Cl)(Cl)Cl (CHCl3), C([O-])([O-])=O.[Cs+].[Cs+] (cesium carbonate), BrCC(=O)N1CCOCC1 (4-(bromoacetyl)morpholine), NC1=NC2=CC(=CC=C2C2=C1N=C1N2[C@H](COC1)C(C)C)O ((11S)-6-amino-11-isopropyl-10,11-dihydro-8H-[1,4]oxazino[4′,3′:1,2]imidazo[4,5-c]quinolin-3-ol). Run in CN(C)C=O (DMF), C(Cl)Cl (CH2Cl2). Run at temperature 65 celsius, time 18 hour. Yields the product C(C)(C)[C@H]1COCC=2N1C1=C(C(=NC3=CC(=CC=C13)OCC(=O)N1CCOCC1)N)N2 ((11S)-11-Isopropyl-3-(2-morpholin-4-yl-2-oxoethoxy)-10,11-dihydro-8H-[1,4]oxazino[4′,3′:1,2]imidazo[4,5-c]quinolin-6-amine). The yield is 42.3%. As a reaction SMILES: [NH2:1][C:2]1[C:11]2[N:12]=[C:13]3[CH2:18][O:17][CH2:16][C@H:15]([CH:19]([CH3:21])[CH3:20])[N:14]3[C:10]=2[C:9]2[C:4](=[CH:5][C:6]([OH:22])=[CH:7][CH:8]=2)[N:3]=1.C(=O)([O-])[O-].[Cs+].[Cs+].Br[CH2:30][C:31]([N:33]1[CH2:38][CH2:37][O:36][CH2:35][CH2:34]1)=[O:32].C(Cl)(Cl)Cl>CN(C=O)C.C(Cl)Cl>[CH:19]([C@@H:15]1[N:14]2[C:10]3[C:9]4[C:4](=[CH:5][C:6]([O:22][CH2:30][C:31]([N:33]5[CH2:38][CH2:37][O:36][CH2:35][CH2:34]5)=[O:32])=[CH:7][CH:8]=4)[N:3]=[C:2]([NH2:1])[C:11]=3[N:12]=[C:13]2[CH2:18][O:17][CH2:16]1)([CH3:20])[CH3:21] |f:1.2.3|. Procedure details: A solution of (11S)-6-amino-11-isopropyl-10,11-dihydro-8H-[1,4]oxazino[4′,3′:1,2]imidazo[4,5-c]quinolin-3-ol (0.30 g, 1.0 mmol) dissolved in 5 mL of DMF was treated with cesium carbonate (1.0 g, 3.0 mmol) and 4-(bromoacetyl)morpholine (0.23 g, 1.1 mmol). After stirring for 18 hours at 65° C., the reaction mixture was concentrated under reduced pressure to give a solid. The solid was dissolved in CH2Cl2 (100 mL) and washed with H2O (100 mL). The organic layer was concentrated under reduced pressu... The yield is 96.0%. The product is FC(C(=O)O)(F)F.IC(C#C)OC(CN)=O (Glycine iodopropargyl ester trifluoroacetate). RXN SMILES: [I:1][CH:2]([O:5][C:6](=[O:16])[CH2:7][NH:8]C(OC(C)(C)C)=O)[C:3]#[CH:4].[F:17][C:18]([F:23])([F:22])[C:19]([OH:21])=[O:20]>ClCCl>[F:17][C:18]([F:23])([F:22])[C:19]([OH:21])=[O:20].[I:1][CH:2]([O:5][C:6](=[O:16])[CH2:7][NH2:8])[C:3]#[CH:4] |f:3.4|. Conditions: temperature 0 celsius, time 1 hour. Procedure details: N-t-Butoxycarbonyl glycine iodopropargyl ester (Compound #1) (4.20 g., 12.39 mmole) was dissolved in anhydrous dichloromethane (20 ml.), cooled to 0° C. with an ice-bath, and treated with 10 ml. of trifluoroacetic acid. The reaction mixture was stirred magnetically at 0° C. for 1 hour and then allowed to warm to ambient temperature. The volatile solvents were removed under reduced pressure leaving a clear syrup which crystallized on standing to a white solid (4.20 g., 96% yield) as the desired t... Run in ClCCl (dichloromethane). The reactants are IC(C#C)OC(CNC(=O)OC(C)(C)C)=O (N-t-Butoxycarbonyl glycine iodopropargyl ester), IC(C#C)OC(CNC(=O)OC(C)(C)C)=O (N-t-Butoxycarbonyl glycine iodopropargyl ester), FC(C(=O)O)(F)F (trifluoroacetic acid).